This data is from the Open Reaction Database (ORD), a public repository of structured organic reaction records. The task is: describe an organic reaction: reactants, conditions, products, and yield The reactants are COc1cc(OC)c(F)c(NC(=O)OC(C)(C)C)c1F, O=C(O)C(F)(F)F. Product: COc1cc(OC)c(F)c(N)c1F. As a reaction SMILES: [C:1]([O:2][C:3](=[O:4])[NH:7][c:8]1[c:9]([F:19])[c:10]([O:17][CH3:18])[cH:11][c:12]([O:15][CH3:16])[c:13]1[F:14])([CH3:5])([CH3:6])[CH3:20].[OH:21][C:22]([C:23]([F:24])([F:25])[F:26])=[O:27]>>[NH2:7][c:8]1[c:9]([F:19])[c:10]([O:17][CH3:18])[cH:11][c:12]([O:15][CH3:16])[c:13]1[F:14]. Reactants: FC1=CC=C2CCN(C2=C1)C1CCN(CC1)C(=O)OC(C)(C)C (tert-butyl 4-(6-fluoroindolin-1-yl)piperidine-1-carboxylate), Cl (HCl), CCCCCC (Hexane), C(=O)(C(F)(F)F)O (TFA). Run in C(Cl)Cl (CH2Cl2). Run at time 3 hour. Product: FC1=CC=C2CCN(C2=C1)C1CCNCC1 (6-fluoro-1-(piperidin-4-yl)indoline), Cl (HCl). As a reaction SMILES: [F:1][C:2]1[CH:10]=[C:9]2[C:5]([CH2:6][CH2:7][N:8]2[CH:11]2[CH2:16][CH2:15][N:14](C(OC(C)(C)C)=O)[CH2:13][CH2:12]2)=[CH:4][CH:3]=1.C(O)(C(F)(F)F)=O.[ClH:31].CCCCCC>C(Cl)Cl>[F:1][C:2]1[CH:10]=[C:9]2[C:5]([CH2:6][CH2:7][N:8]2[CH:11]2[CH2:16][CH2:15][NH:14][CH2:13][CH2:12]2)=[CH:4][CH:3]=1.[ClH:31]. Reported procedure: To a solution of tert-butyl 4-(6-fluoroindolin-1-yl)piperidine-1-carboxylate prepared as in STEP 1 above (16.64 g, 52 mmol) in CH2Cl2 (45 mL) was added TFA (30 mL) slowly at room temperature. The resulting mixture was stirred at room temperature for 3 h (monitor by HPLC). The resulting mixture was then concentrated to remove most of the solvent and TFA. The resulting residue was partitioned in CH2Cl2/H2O (100 mL/50 mL) and stirred. 3N NaOH(aq) was then added slowly until the pH value of aqueous ...